describe an organic reaction: reactants, conditions, products, and yield From a dataset of the Open Reaction Database (ORD), a public repository of structured organic reaction records. Starting materials: CC(=O)O, CC(C)=O, CC(C)=CCN(C(=O)OC(C)(C)C)C(=O)OC(C)(C)C, [K+], O=[Mn](=O)(=O)[O-], O. The product is CC(C)(C)OC(=O)N(CC(=O)C(C)(C)O)C(=O)OC(C)(C)C. RXN SMILES: [CH3:27][C:28]([OH:29])=[O:30].[CH3:32][C:33](=[O:34])[CH3:35].[CH3:7][C:8](=[CH:9][CH2:10][N:11]([C:12](=[O:13])[O:14][C:15]([CH3:16])([CH3:17])[CH3:18])[C:19](=[O:20])[O:21][C:22]([CH3:23])([CH3:24])[CH3:25])[CH3:26].[K+:6].[Mn:1]([O-:2])(=[O:3])(=[O:4])=[O:5].[OH2:31]>>[CH3:7][C:8]([C:9]([CH2:10][N:11]([C:12](=[O:13])[O:14][C:15]([CH3:16])([CH3:17])[CH3:18])[C:19](=[O:20])[O:21][C:22]([CH3:23])([CH3:24])[CH3:25])=[O:29])([CH3:26])[OH:31].